The task is: describe an organic reaction: reactants, conditions, products, and yield. This data is from the Open Reaction Database (ORD), a public repository of structured organic reaction records. Reaction SMILES: [Br:12][C:13]1=[C:14]([CH2:21][c:22]2[cH:23][n:24]([CH3:31])[c:25]3[cH:26][cH:27][cH:28][cH:29][c:30]23)[C:15](=[O:20])[N:16]([CH3:19])[C:17]1=[O:18].[I:1][c:2]1[cH:3][cH:4][cH:5][cH:6][cH:7]1.[O-:8][B:9]([O-:10])[O-:11].[Pd:32]>>[c:2]1([C:13]2=[C:14]([CH2:21][c:22]3[cH:23][n:24]([CH3:31])[c:25]4[cH:26][cH:27][cH:28][cH:29][c:30]34)[C:15](=[O:20])[N:16]([CH3:19])[C:17]2=[O:18])[cH:3][cH:4][cH:5][cH:6][cH:7]1. The product is CN1C(=O)C(Cc2cn(C)c3ccccc23)=C(c2ccccc2)C1=O. Reactants: CN1C(=O)C(Br)=C(Cc2cn(C)c3ccccc23)C1=O, Ic1ccccc1, [O-]B([O-])[O-], [Pd]. Product: CN1CC=C(c2c[nH]c3ccc(Cl)nc23)CC1. As a reaction SMILES: [CH3:12][N:13]1[CH2:14][CH2:15][C:16](=[O:19])[CH2:17][CH2:18]1.[CH3:21][OH:22].[Cl:1][c:2]1[cH:3][cH:4][c:5]2[c:6]([n:7]1)[cH:8][cH:9][nH:10]2.[ClH:20].[Na:11]>>[Cl:1][c:2]1[cH:3][cH:4][c:5]2[c:6]([n:7]1)[c:8]([C:16]1=[CH:15][CH2:14][N:13]([CH3:12])[CH2:18][CH2:17]1)[cH:9][nH:10]2. Reactants: CN1CCC(=O)CC1, CO, Clc1ccc2[nH]ccc2n1, Cl, [Na]. Solvent: ClCCl (dichloromethane), ClCCl (dichloromethane). Procedure: A mixture of 3 g (13.2 mmol) of 2-phenethylbenzoic acid, 3.8 g (19.8 mmol) of 1-[3-(dimethylamino)propyl]-3-ethylcarbodiimide hydrochloride, 2.7 g (20.0 mmol) of 1-hydroxybenzotriazole hydrate, 3 ml (23 mmol) of N-ethylmorpholine and 1.94 g (19.9 mmol) of N,O-dimethylhydroxylamine hydrochloride was stirred in 50 ml of dichloromethane at room temperature for 2 hours. The solution was diluted with dichloromethane and washed sequentially with saturated aqueous citric acid solution and saturated aqu... As a reaction SMILES: [CH2:1]([C:9]1[CH:17]=[CH:16][CH:15]=[CH:14][C:10]=1[C:11](O)=[O:12])[CH2:2][C:3]1[CH:8]=[CH:7][CH:6]=[CH:5][CH:4]=1.Cl.CN(C)CCCN=C=NCC.O.ON1C2C=CC=CC=2N=N1.C(N1CCOCC1)C.Cl.[CH3:50][NH:51][O:52][CH3:53]>ClCCl>[CH3:53][O:52][N:51]([CH3:50])[C:11](=[O:12])[C:10]1[CH:14]=[CH:15][CH:16]=[CH:17][C:9]=1[CH2:1][CH2:2][C:3]1[CH:8]=[CH:7][CH:6]=[CH:5][CH:4]=1 |f:1.2,3.4,6.7|. Starting materials: C(CC1=CC=CC=C1)C1=C(C(=O)O)C=CC=C1 (2-phenethylbenzoic acid), Cl.CN(CCCN=C=NCC)C (1-[3-(dimethylamino)propyl]-3-ethylcarbodiimide hydrochloride), O.ON1N=NC2=C1C=CC=C2 (1-hydroxybenzotriazole hydrate), C(C)N1CCOCC1 (N-ethylmorpholine), Cl.CNOC (N,O-dimethylhydroxylamine hydrochloride). The product is CON(C(C1=C(C=CC=C1)CCC1=CC=CC=C1)=O)C (N-methoxy-N-methyl-2-phenethylbenzamide). Reactants: ClC(=O)N1C2=C(NC(C3=C1C=CC=C3)=O)C=CC=N2 (11-(chlorocarbonyl)-5,11-dihydro-6H-pyrido[2,3-b][1,4]benzodiazepin-6-one), N1(CCCCC1)CCCCC1CCN(CC1)CCN (2-[4-[4-(piperidin-1-yl)butyl]-piperidin-1-yl]ethanamine), C1(=C(C(=C(C(=C1F)F)F)N)F)N.Cl.Cl (dihydrochloride). Product: Cl.Cl.N1(CCCCC1)CCCCC1CCN(CC1)CCNC(=O)N1C2=C(NC(C3=C1C=CC=C3)=O)C=CC=N2 (5,11-Dihydro-11-[[[2-[4-[4-(piperidin-1-yl)butyl]-piperidin-1-yl]ethyl]amino]carbonyl]-6H-pyrido[2,3-b][1,4]benzodiazepin-6-one dihydrochloride). Yield: 40.0%. As a reaction SMILES: [Cl:1][C:2]([N:4]1[C:10]2[CH:11]=[CH:12][CH:13]=[CH:14][C:9]=2[C:8](=[O:15])[NH:7][C:6]2[CH:16]=[CH:17][CH:18]=[N:19][C:5]1=2)=[O:3].[N:20]1([CH2:26][CH2:27][CH2:28][CH2:29][CH:30]2[CH2:35][CH2:34][N:33]([CH2:36][CH2:37][NH2:38])[CH2:32][CH2:31]2)[CH2:25][CH2:24][CH2:23][CH2:22][CH2:21]1.C1(N)C(F)=C(F)C(F)=C(N)C=1F.[ClH:51].Cl>>[ClH:1].[ClH:51].[N:20]1([CH2:26][CH2:27][CH2:28][CH2:29][CH:30]2[CH2:35][CH2:34][N:33]([CH2:36][CH2:37][NH:38][C:2]([N:4]3[C:10]4[CH:11]=[CH:12][CH:13]=[CH:14][C:9]=4[C:8](=[O:15])[NH:7][C:6]4[CH:16]=[CH:17][CH:18]=[N:19][C:5]3=4)=[O:3])[CH2:32][CH2:31]2)[CH2:25][CH2:24][CH2:23][CH2:22][CH2:21]1 |f:2.3.4,5.6.7|. Procedure: Prepared analogously to Example 46 from 11-(chlorocarbonyl)-5,11-dihydro-6H-pyrido[2,3-b][1,4]benzodiazepin-6-one and 2-[4-[4-(piperidin-1-yl)butyl]-piperidin-1-yl]ethanamine in a yield of 40% of theory. The colourless dihydrochloride melted at 231°-233° C. Procedure details: (6S)—N-[(5S,6S,9R)-5-Azido-6-(2,3-difluorophenyl)-6,7,8,9-tetrahydro-5H-cyclohepta[b]pyridin-9-yl]-2′-oxo-1′,2′,5,7-tetrahydrospiro[cyclopenta[b]pyridine-6,3′-pyrrolo[2,3-b]pyridine]-3-carboxamide (13 mg, 0.022 mmol) was azeotroped with dry toluene and dried under high vacuum. The azide was dissolved in THF (1 mL), trimethylphosphine (1 M in toluene, 0.25 mL, 0.25 mmol) was added, and the resulting solution was stirred at ambient temperature for 1.5 h. The reaction solution was concentrated to d... The product is N[C@H]1[C@@H](CC[C@H](C2=NC=CC=C21)NC(=O)C=2C=C1C(=NC2)C[C@@]2(C(NC3=NC=CC=C32)=O)C1)C1=C(C(=CC=C1)F)F ((6S)—N-[(5S,6S,9R)-5-Amino-6-(2,3-difluorophenyl)-6,7,8,9-tetrahydro-5H-cyclohepta[b]pyridin-9-yl]-2′-oxo-1′,2′,5,7-tetrahydrospiro[cyclopenta[b]pyridine-6,3′-pyrrolo[2,3-b]pyridine]-3-carboxamide). Starting materials: N(=[N+]=[N-])[C@H]1[C@@H](CC[C@H](C2=NC=CC=C21)NC(=O)C=2C=C1C(=NC2)C[C@@]2(C(NC3=NC=CC=C32)=O)C1)C1=C(C(=CC=C1)F)F ((6S)—N-[(5S,6S,9R)-5-Azido-6-(2,3-difluorophenyl)-6,7,8,9-tetrahydro-5H-cyclohepta[b]pyridin-9-yl]-2′-oxo-1′,2′,5,7-tetrahydrospiro[cyclopenta[b]pyridine-6,3′-pyrrolo[2,3-b]pyridine]-3-carboxamide), CP(C)C (trimethylphosphine). The solvent is C1(=CC=CC=C1)C (toluene). As a reaction SMILES: [N:1]([C@@H:4]1[C:14]2[C:9](=[N:10][CH:11]=[CH:12][CH:13]=2)[C@H:8]([NH:15][C:16]([C:18]2[CH:19]=[C:20]3[CH2:35][C@@:25]4([C:33]5[C:28](=[N:29][CH:30]=[CH:31][CH:32]=5)[NH:27][C:26]4=[O:34])[CH2:24][C:21]3=[N:22][CH:23]=2)=[O:17])[CH2:7][CH2:6][C@H:5]1[C:36]1[CH:41]=[CH:40][CH:39]=[C:38]([F:42])[C:37]=1[F:43])=[N+]=[N-].CP(C)C>C1(C)C=CC=CC=1>[NH2:1][C@@H:4]1[C:14]2[C:9](=[N:10][CH:11]=[CH:12][CH:13]=2)[C@H:8]([NH:15][C:16]([C:18]2[CH:19]=[C:20]3[CH2:35][C@@:25]4([C:33]5[C:28](=[N:29][CH:30]=[CH:31][CH:32]=5)[NH:27][C:26]4=[O:34])[CH2:24][C:21]3=[N:22][CH:23]=2)=[O:17])[CH2:7][CH2:6][C@H:5]1[C:36]1[CH:41]=[CH:40][CH:39]=[C:38]([F:42])[C:37]=1[F:43]. Run at time 1.5 hour. Reactants: C(O)([O-])=O.[Na+] (sodium hydrogen carbonate), Br (HBr), C(C)C=1C(=CN=C2C=CC(=NC12)OC)F (8-ethyl-7-fluoro-2-(methyloxy)-1,5-naphthyridine). Solvent: C(C)(=O)O (acetic acid), C(C)(=O)O (acetic acid), O (water). Run at time 18 hour. Yields the product C(C)C=1C(=CN=C2C=CC(NC12)=O)F (8-Ethyl-7-fluoro-1,5-naphthyridin-2(1H)-one). Isolated yield 83.1%. Reaction SMILES: [CH2:1]([C:3]1[C:4]([F:15])=[CH:5][N:6]=[C:7]2[C:12]=1[N:11]=[C:10]([O:13]C)[CH:9]=[CH:8]2)[CH3:2].Br.C(=O)([O-])O.[Na+]>C(O)(=O)C.O>[CH2:1]([C:3]1[C:4]([F:15])=[CH:5][N:6]=[C:7]2[C:12]=1[NH:11][C:10](=[O:13])[CH:9]=[CH:8]2)[CH3:2] |f:2.3|. Procedure: A suspension of 8-ethyl-7-fluoro-2-(methyloxy)-1,5-naphthyridine (1.045 g, 5.07 mmol) in glacial acetic acid (10 ml) at rt under argon, was treated with 33% HBr in acetic acid (10 mL). After stirring at rt for 18 h, the solvents were evaporated under reduced pressure. More glacial acetic acid (10 ml) was added to the reaction mixture and the solvent was removed to give a yellow solid. As this residue was placed in water (ca. 50 ml) a white precipitate came out of solution. The pH was adjusted to... Reactants: ClC1=NC=CC=C1[N+](=O)[O-] (2-chloro-3-nitropyridine), C1(=C(C=CC=C1)C1=CC=C(N)C=C1)C (p-tolylaniline), C(C)(C)N(CC)C(C)C (diisopropylethylamine). The solvent is C(C)(=O)OCC (ethyl acetate), O1CCOCC1 (dioxane). Conditions: temperature 80 celsius. Yields the product [N+](=O)([O-])C=1C(=NC=CC1)NC1=CC=C(C=C1)C (3-nitro-N-p-tolylpyridin-2-amine). As a reaction SMILES: Cl[C:2]1[C:7]([N+:8]([O-:10])=[O:9])=[CH:6][CH:5]=[CH:4][N:3]=1.C1(C)C=CC=C[C:12]=1[C:17]1[CH:23]=[CH:22][C:20]([NH2:21])=[CH:19][CH:18]=1.C(N(C(C)C)CC)(C)C>O1CCOCC1.C(OCC)(=O)C>[N+:8]([C:7]1[C:2]([NH:21][C:20]2[CH:22]=[CH:23][C:17]([CH3:12])=[CH:18][CH:19]=2)=[N:3][CH:4]=[CH:5][CH:6]=1)([O-:10])=[O:9]. Reported procedure: 2-chloro-3-nitropyridine (100 mg, 0.63 mmol) was dissolved in dioxane (4 mL) in a round bottom flask to which p-tolylaniline (68 mg, 0.63 mmol) was added followed by addition of diisopropylethylamine (0.22 mL). The reaction mixture was heated to 80° C. for 24 hours and stopped when complete as observed by LCMS. After cooling to room temperature, the solvent was removed under reduced pressure to afford an oily residue. The residue was dissolved in ethyl acetate (20 mL) and washed with water and b...